This data is from the Open Reaction Database (ORD), a public repository of structured organic reaction records. The task is: describe an organic reaction: reactants, conditions, products, and yield Reactants: CC[N+](CC)(CC)Cc1ccccc1, OCc1c2c(nn1CCc1ccccc1)-c1ccccc1Oc1ccccc1-2, CN(C)CCCl, Cc1ccccc1, [Cl-], Cl, [Na+], [OH-], O. Product: CN(C)CCOCc1c2c(nn1CCc1ccccc1)-c1ccccc1Oc1ccccc1-2. RXN SMILES: [CH2:39]([N+:40]([CH2:41][CH3:42])([CH2:43][CH3:44])[CH2:45][CH3:46])[c:47]1[cH:48][cH:49][cH:50][cH:51][cH:52]1.[CH2:8]([CH2:9][c:10]1[cH:11][cH:12][cH:13][cH:14][cH:15]1)[n:16]1[c:17]([CH2:34][OH:35])[c:18]2[c:24]([n:25]1)-[c:23]1[c:22]([cH:29][cH:28][cH:27][cH:26]1)[O:21][c:20]1[c:19]-2[cH:33][cH:32][cH:31][cH:30]1.[CH3:2][N:3]([CH2:4][CH2:5][Cl:6])[CH3:7].[CH3:53][c:54]1[cH:55][cH:56][cH:57][cH:58][cH:59]1.[Cl-:38].[ClH:1].[Na+:37].[OH-:36].[OH2:60]>>[CH3:2][N:3]([CH2:4][CH2:5][O:35][CH2:34][c:17]1[n:16]([CH2:8][CH2:9][c:10]2[cH:11][cH:12][cH:13][cH:14][cH:15]2)[n:25][c:24]2[c:18]1-[c:19]1[c:20]([cH:30][cH:31][cH:32][cH:33]1)[O:21][c:22]1[c:23]-2[cH:26][cH:27][cH:28][cH:29]1)[CH3:7]. Starting materials: BrC1=CC=C(S1)S(=O)(=O)N[C@H](CC(=O)OCC1=CC=CC=C1)CN(C)C ((R)-benzyl 3-(5-bromothiophene-2-sulfonamido)-4-(dimethylamino)butanoate), C(#C)C1=CC=C(C=C1)CCCCC (1-ethynyl-4-pentylbenzene). Product: CN(C[C@@H](CC(=O)OCC1=CC=CC=C1)NS(=O)(=O)C=1SC(=CC1)C#CC1=CC=C(C=C1)CCCCC)C ((R)-benzyl 4-(dimethylamino)-3-(5-((4-pentylphenyl)ethynyl)thiophene-2-sulfonamido)butanoate). Isolated yield 91.0%. As a reaction SMILES: Br[C:2]1[S:6][C:5]([S:7]([NH:10][C@@H:11]([CH2:23][N:24]([CH3:26])[CH3:25])[CH2:12][C:13]([O:15][CH2:16][C:17]2[CH:22]=[CH:21][CH:20]=[CH:19][CH:18]=2)=[O:14])(=[O:9])=[O:8])=[CH:4][CH:3]=1.[C:27]([C:29]1[CH:34]=[CH:33][C:32]([CH2:35][CH2:36][CH2:37][CH2:38][CH3:39])=[CH:31][CH:30]=1)#[CH:28]>>[CH3:25][N:24]([CH3:26])[CH2:23][C@H:11]([NH:10][S:7]([C:5]1[S:6][C:2]([C:28]#[C:27][C:29]2[CH:34]=[CH:33][C:32]([CH2:35][CH2:36][CH2:37][CH2:38][CH3:39])=[CH:31][CH:30]=2)=[CH:3][CH:4]=1)(=[O:9])=[O:8])[CH2:12][C:13]([O:15][CH2:16][C:17]1[CH:22]=[CH:21][CH:20]=[CH:19][CH:18]=1)=[O:14]. Procedure details: According to the method described in example S76a, (R)-benzyl 3-(5-bromothiophene-2-sulfonamido)-4-(dimethylamino)butanoate was reacted with 1-ethynyl-4-pentylbenzene to give the title compound as a black oil (68 mg, 91%). MS ESI 553.3 [M+H]+, calcd for [C30H36N2O4S2+H]+ 553.21. The reactants are Brc1ccccc1-c1ccccc1, [Li]CCCC, CCOC(C)=O, O=S(=O)(Cl)Cl. Product: O=S(=O)(Cl)c1ccccc1-c1ccccc1. As a reaction SMILES: [Br:1][c:2]1[c:3](-[c:8]2[cH:9][cH:10][cH:11][cH:12][cH:13]2)[cH:4][cH:5][cH:6][cH:7]1.[CH2:14]([Li:15])[CH2:16][CH2:17][CH3:18].[CH3:24][CH2:25][O:26][C:27](=[O:28])[CH3:29].[S:19](=[O:20])(=[O:21])([Cl:22])[Cl:23]>>[c:2]1([S:19](=[O:20])(=[O:21])[Cl:22])[c:3](-[c:8]2[cH:9][cH:10][cH:11][cH:12][cH:13]2)[cH:4][cH:5][cH:6][cH:7]1. The reactants are C1CCOC1, CC(C)C(=O)Nc1cccc(C2CCN(CCCCCCN)CC2)c1, O=C(Cl)c1ccc2ccccc2c1. Yields the product CC(C)C(=O)Nc1cccc(C2CCN(CCCCCCNC(=O)c3ccc4ccccc4c3)CC2)c1. RXN SMILES: [CH2:39]1[O:40][CH2:41][CH2:42][CH2:43]1.[NH2:1][CH2:2][CH2:3][CH2:4][CH2:5][CH2:6][CH2:7][N:8]1[CH2:9][CH2:10][CH:11]([c:14]2[cH:15][c:16]([NH:20][C:21]([CH:22]([CH3:23])[CH3:24])=[O:25])[cH:17][cH:18][cH:19]2)[CH2:12][CH2:13]1.[cH:26]1[c:27]([C:36](=[O:37])[Cl:38])[cH:28][cH:29][c:30]2[cH:31][cH:32][cH:33][cH:34][c:35]12>>[NH:1]([CH2:2][CH2:3][CH2:4][CH2:5][CH2:6][CH2:7][N:8]1[CH2:9][CH2:10][CH:11]([c:14]2[cH:15][c:16]([NH:20][C:21]([CH:22]([CH3:23])[CH3:24])=[O:25])[cH:17][cH:18][cH:19]2)[CH2:12][CH2:13]1)[C:36]([c:27]1[cH:26][c:35]2[c:30]([cH:29][cH:28]1)[cH:31][cH:32][cH:33][cH:34]2)=[O:37]. The reactants are C(C)(C)(C)OC(=O)N1[C@H](CCC1)C(=O)N1CCC(CC1)F ((R)-2-(4-fluoro-piperidine-1-carbonyl)-pyrrolidine-1-carboxylic acid tert-butyl ester), C(=O)(C(F)(F)F)O (TFA). The solvent is C(Cl)Cl (DCM). Conditions: time 1 hour. Product: FC1CCN(CC1)C(=O)[C@@H]1NCCC1 ((4-fluoro-piperidin-1-yl)-(R)-pyrrolidin-2-yl-methanone). Isolated yield 99.9%. Reaction SMILES: C(OC([N:8]1[CH2:12][CH2:11][CH2:10][C@@H:9]1[C:13]([N:15]1[CH2:20][CH2:19][CH:18]([F:21])[CH2:17][CH2:16]1)=[O:14])=O)(C)(C)C.C(O)(C(F)(F)F)=O>C(Cl)Cl>[F:21][CH:18]1[CH2:17][CH2:16][N:15]([C:13]([C@H:9]2[CH2:10][CH2:11][CH2:12][NH:8]2)=[O:14])[CH2:20][CH2:19]1. Procedure: A mixture of (R)-2-(4-fluoro-piperidine-1-carbonyl)-pyrrolidine-1-carboxylic acid tert-butyl ester (1.5 g, 5 mmol) and TFA (3 mL) in DCM (4 mL) was stirred at rt for one hour to give 1 g of (4-fluoro-piperidin-1-yl)-(R)-pyrrolidin-2-yl-methanone. The reactants are [Al+3], O=C(Cl)c1ccccc1, [Cl-], [Cl-], [Cl-], ClCCCl, COc1ccc2c(-c3ccccc3)csc2c1. The product is COc1ccc2c(-c3ccccc3)c(C(=O)c3ccccc3)sc2c1. RXN SMILES: [Al+3:28].[C:18]([c:19]1[cH:20][cH:21][cH:22][cH:23][cH:24]1)(=[O:25])[Cl:26].[Cl-:27].[Cl-:29].[Cl-:30].[Cl:31][CH2:32][CH2:33][Cl:34].[c:1]1(-[c:7]2[cH:8][s:9][c:10]3[c:11]2[cH:12][cH:13][c:14]([O:16][CH3:17])[cH:15]3)[cH:2][cH:3][cH:4][cH:5][cH:6]1>>[c:1]1(-[c:7]2[c:8]([C:18]([c:19]3[cH:20][cH:21][cH:22][cH:23][cH:24]3)=[O:25])[s:9][c:10]3[c:11]2[cH:12][cH:13][c:14]([O:16][CH3:17])[cH:15]3)[cH:2][cH:3][cH:4][cH:5][cH:6]1.